From a dataset of the Open Reaction Database (ORD), a public repository of structured organic reaction records. describe an organic reaction: reactants, conditions, products, and yield The reactants are CSC1=C(C#N)C(=CC=C1)[N+](=O)[O-] (2-(methylthio)-6-nitrobenzonitrile), [N+](=O)([O-])C1=C(C#N)C(=CC=C1)[N+](=O)[O-] (2,6-dinitrobenzonitrile), CS (methylmercaptan). Reagents/catalysts: [Ni] (Raney nickel). Product: NC1=C(C(=O)N)C(=CC=C1)SC (2-Amino-6-(methylthio) benzamide). Reaction SMILES: [CH3:1][S:2][C:3]1[CH:10]=[CH:9][CH:8]=[C:7]([N+:11]([O-])=O)[C:4]=1[C:5]#[N:6].[N+](C1C=CC=C([N+]([O-])=O)C=1C#N)([O-])=[O:15].CS>[Ni]>[NH2:11][C:7]1[CH:8]=[CH:9][CH:10]=[C:3]([S:2][CH3:1])[C:4]=1[C:5]([NH2:6])=[O:15]. Procedure: 2-Amino-6-(methylthio) benzamide is prepared by Raney nickel reduction of 2-(methylthio)-6-nitrobenzonitrile which is prepared from 2,6-dinitrobenzonitrile and methylmercaptan following the procedure set forth in Example 75. The reactants are CC(Cl)c1cccnc1, C1CN(C2CCNC2)CCN1. The reagents and catalysts are O=C([O-])[O-].[Cs+].[Cs+] (cesium carbonate), [I-].[K+] (potassium iodide). Solvent: CN(C)C=O (DMF), CN(C)C=O (dmf), CN(C)C=O (DMF). Reaction conditions: temperature 70 celsius, time 16 hour. Yields the product CC(c1cccnc1)N1CCC(N2CCNCC2)C1. Reactants: O=C1CCC(c2ccc(S(=O)(=O)CCCN3C(=O)c4ccccc4C3=O)cc2)=NN1, Cc1ccccc1, CN. The product is NCCCS(=O)(=O)c1ccc(C2=NNC(=O)CC2)cc1. Reaction SMILES: [C:1]1(=[O:2])[N:5]([CH2:6][CH2:7][CH2:8][S:9](=[O:10])(=[O:11])[c:12]2[cH:13][cH:14][c:15]([C:18]3=[N:23][NH:22][C:21](=[O:24])[CH2:20][CH2:19]3)[cH:16][cH:17]2)[C:3](=[O:4])[c:25]2[cH:26][cH:27][cH:28][cH:29][c:30]21.[CH3:31][c:32]1[cH:33][cH:34][cH:35][cH:36][cH:37]1.[CH3:38][NH2:39]>>[NH2:5][CH2:6][CH2:7][CH2:8][S:9](=[O:10])(=[O:11])[c:12]1[cH:13][cH:14][c:15]([C:18]2=[N:23][NH:22][C:21](=[O:24])[CH2:20][CH2:19]2)[cH:16][cH:17]1. The reactants are COC(=O)C=1C=C(C=C2C1CC(O2)C)OC2=CC=C(C=C2)S(=O)(=O)C (6-(4-methanesulfonyl-phenoxy)-2-methyl-2,3-dihydro-benzofuran-4-carboxylic acid methyl ester), COC(=O)C1=CC2=C(CC(O2)C)C(=C1)O (4-hydroxy-2-methyl-2,3-dihydro-benzofuran-6-carboxylic acid methyl ester). Yields the product COC(=O)C1=CC2=C(CC(O2)C)C(=C1)OC1=CC=C(C=C1)S(=O)(=O)C (4-(4-Methanesulfonyl-phenoxy)-2-methyl-2,3-dihydro-benzofuran-6-carboxylic acid methyl ester), solid. The yield is 64.0%. RXN SMILES: [CH3:1][O:2][C:3]([C:5]1[CH:6]=[C:7]([O:15][C:16]2[CH:21]=[CH:20][C:19]([S:22]([CH3:25])(=[O:24])=[O:23])=[CH:18][CH:17]=2)[CH:8]=[C:9]2[O:13][CH:12]([CH3:14])[CH2:11][C:10]=12)=[O:4].COC(C1C=C(O)C2CC(C)OC=2C=1)=O>>[CH3:1][O:2][C:3]([C:5]1[CH:6]=[C:7]([O:15][C:16]2[CH:21]=[CH:20][C:19]([S:22]([CH3:25])(=[O:23])=[O:24])=[CH:18][CH:17]=2)[C:8]2[CH2:11][CH:12]([CH3:14])[O:13][C:9]=2[CH:10]=1)=[O:4]. Reported procedure: The title compound was prepared in a similar manner as described for Intermediate 1f, from 4-hydroxy-2-methyl-2,3-dihydro-benzofuran-6-carboxylic acid methyl ester (10c) (58 mg, 0.29 mmol). Purification by column chromatography eluting with 15-25% EtOAc in hexanes gave a pale yellow solid (65 mg, 64% yield). 1H NMR (400 MHz, CDCl3) δ 7.90-7.93 (m, 2 H) 7.23-7.26 (m, 2 H) 7.10 (s, 1 H) 7.07 (s, 1 H) 4.98-5.07 (m, 1 H) 3.89 (s, 3 H) 3.21 (dd, J=16.67, 8.84 Hz, 1 H) 3.07 (s, 3 H) 2.70 (dd, J=16.55,... Reactants: CCCCC, CCCCCNC(=O)N(C)c1cccc(-c2ccc(CCC(=O)OC)cc2OCCCCC)c1, CO, [Na+], C1CCOC1, [OH-]. Product: CCCCCNC(=O)N(C)c1cccc(-c2ccc(CCC(=O)O)cc2OCCCCC)c1. RXN SMILES: [CH3:37][CH2:38][CH2:39][CH2:40][CH3:41].[CH3:3][N:4]([C:5](=[O:6])[NH:7][CH2:8][CH2:9][CH2:10][CH2:11][CH3:12])[c:13]1[cH:14][c:15](-[c:19]2[c:20]([O:31][CH2:32][CH2:33][CH2:34][CH2:35][CH3:36])[cH:21][c:22]([CH2:25][CH2:26][C:27](=[O:28])[O:29][CH3:30])[cH:23][cH:24]2)[cH:16][cH:17][cH:18]1.[CH3:42][OH:43].[Na+:2].[O:44]1[CH2:45][CH2:46][CH2:47][CH2:48]1.[OH-:1]>>[CH3:3][N:4]([C:5](=[O:6])[NH:7][CH2:8][CH2:9][CH2:10][CH2:11][CH3:12])[c:13]1[cH:14][c:15](-[c:19]2[c:20]([O:31][CH2:32][CH2:33][CH2:34][CH2:35][CH3:36])[cH:21][c:22]([CH2:25][CH2:26][C:27](=[O:28])[OH:29])[cH:23][cH:24]2)[cH:16][cH:17][cH:18]1.